From a dataset of the Open Reaction Database (ORD), a public repository of structured organic reaction records. describe an organic reaction: reactants, conditions, products, and yield The reactants are N#Cc1ccc(N(CCc2ccc(OCc3ccccc3)cc2)n2cnnc2)cc1, C1CCOC1, CCO, CCOC(C)=O, [H][H]. The product is N#Cc1ccc(N(CCc2ccc(O)cc2)n2cnnc2)cc1. As a reaction SMILES: [CH2:1]([c:2]1[cH:3][cH:4][cH:5][cH:6][cH:7]1)[O:8][c:9]1[cH:10][cH:11][c:12]([CH2:15][CH2:16][N:17]([c:18]2[cH:19][cH:20][c:21]([C:22]#[N:23])[cH:24][cH:25]2)[n:26]2[cH:27][n:28][n:29][cH:30]2)[cH:13][cH:14]1.[CH2:42]1[O:43][CH2:44][CH2:45][CH2:46]1.[CH3:31][CH2:32][OH:33].[CH3:36][CH2:37][O:38][C:39](=[O:40])[CH3:41].[H:34][H:35]>>[OH:8][c:9]1[cH:10][cH:11][c:12]([CH2:15][CH2:16][N:17]([c:18]2[cH:19][cH:20][c:21]([C:22]#[N:23])[cH:24][cH:25]2)[n:26]2[cH:27][n:28][n:29][cH:30]2)[cH:13][cH:14]1. Reactants: C1COCCO1, CCOC(=O)C1CC1c1nnc2ccc(-c3c(-c4ccc(F)cc4)nc4occn34)cn12, [Na+], [OH-]. The product is O=C(O)C1CC1c1nnc2ccc(-c3c(-c4ccc(F)cc4)nc4occn34)cn12. Reaction SMILES: [CH2:35]1[O:36][CH2:37][CH2:38][O:39][CH2:40]1.[F:1][c:2]1[cH:3][cH:4][c:5](-[c:8]2[n:9][c:10]3[o:11][cH:12][cH:13][n:14]3[c:15]2-[c:16]2[cH:17][cH:18][c:19]3[n:20]([cH:21]2)[c:22]([CH:25]2[CH:26]([C:28](=[O:29])[O:30][CH2:31][CH3:32])[CH2:27]2)[n:23][n:24]3)[cH:6][cH:7]1.[Na+:34].[OH-:33]>>[F:1][c:2]1[cH:3][cH:4][c:5](-[c:8]2[n:9][c:10]3[o:11][cH:12][cH:13][n:14]3[c:15]2-[c:16]2[cH:17][cH:18][c:19]3[n:20]([cH:21]2)[c:22]([CH:25]2[CH:26]([C:28](=[O:29])[OH:30])[CH2:27]2)[n:23][n:24]3)[cH:6][cH:7]1. Starting materials: BrC1=C(C=NN1C(C)(C)C)CC1(CCN(CC1)C(=O)OC(C)(C)C)N=C=O (tert-butyl 4-((5-bromo-1-tert-butyl-1H-pyrazol-4-yl)methyl)-4-isocyanatopiperidine-1-carboxylate), C(C)(C)(C)[Li] (t-butyl lithium). The solvent is C1CCOC1 (THF). Run at temperature -78 celsius, time 2 minute. Product: C(C)(C)(C)N1N=CC2=C1C(NC1(C2)CCN(CC1)C(=O)OC(C)(C)C)=O (tert-butyl 1′-tert-butyl-7′-oxo-1′,4′,6′,7′-tetrahydrospiro[piperidine-4,5′-pyrazolo[3,4-c]pyridine]-1-carboxylate). Yield: 74.1%. RXN SMILES: Br[C:2]1[N:6]([C:7]([CH3:10])([CH3:9])[CH3:8])[N:5]=[CH:4][C:3]=1[CH2:11][C:12]1([N:25]=[C:26]=[O:27])[CH2:17][CH2:16][N:15]([C:18]([O:20][C:21]([CH3:24])([CH3:23])[CH3:22])=[O:19])[CH2:14][CH2:13]1.C([Li])(C)(C)C>C1COCC1>[C:7]([N:6]1[C:2]2[C:26](=[O:27])[NH:25][C:12]3([CH2:17][CH2:16][N:15]([C:18]([O:20][C:21]([CH3:23])([CH3:22])[CH3:24])=[O:19])[CH2:14][CH2:13]3)[CH2:11][C:3]=2[CH:4]=[N:5]1)([CH3:9])([CH3:10])[CH3:8]. Procedure details: A solution of tert-butyl 4-((5-bromo-1-tert-butyl-1H-pyrazol-4-yl)methyl)-4-isocyanatopiperidine-1-carboxylate (225 mg, 0.51 mmol) in THF (10 mL) was cooled to −78° C. and t-butyl lithium (0.6 mL, 1.7 M in pentane) was added, dropwise, over 2 minutes. The mixture was stirred 30 minutes at −78° C., warmed to 0° C., and then quenched with saturated aqueous NH4Cl (20 mL). The mixture was stirred 30 minutes at room temperature, diluted with water (25 mL), and then extracted with ethyl acetate (2×50 ... The reactants are [Mg] (magnesium), CC1=NC(=CS1)/C=C(\C)/[C@@H]2C[C@H]3[C@H](O3)CCC[C@@H]([C@@H]([C@H](C(=O)C([C@H](CC(=O)O2)O)(C)C)C)O)C (epothilone A). The reagents and catalysts are [Cl-].[Cl-].C1(C=CC=C1)[Ti+2]C1C=CC=C1 (Bis(cyclopentadienyl)titanium dichloride). The solvent is C1CCOC1 (THF). Run at temperature -78 celsius, time 15 minute. Yields the product CC1=NC(=CS1)/C=C(\C)/[C@@H]2C/C=C\CCC[C@@H]([C@@H]([C@H](C(=O)C([C@H](CC(=O)O2)O)(C)C)C)O)C (epothilone C). The yield is 79.6%. As a reaction SMILES: [Mg].[CH3:2][C:3]1[S:7][CH:6]=[C:5](/[CH:8]=[C:9](/[C@H:11]2[O:29][C:27](=[O:28])[CH2:26][C@H:25]([OH:30])[C:24]([CH3:32])([CH3:31])[C:22](=[O:23])[C@H:21]([CH3:33])[C@@H:20]([OH:34])[C@@H:19]([CH3:35])[CH2:18][CH2:17][CH2:16][C@H:14]3O[C@H:13]3[CH2:12]2)\[CH3:10])[N:4]=1>[Cl-].[Cl-].C1([Ti+2]C2C=CC=C2)C=CC=C1.C1COCC1>[CH3:2][C:3]1[S:7][CH:6]=[C:5](/[CH:8]=[C:9](/[C@H:11]2[O:29][C:27](=[O:28])[CH2:26][C@H:25]([OH:30])[C:24]([CH3:32])([CH3:31])[C:22](=[O:23])[C@H:21]([CH3:33])[C@@H:20]([OH:34])[C@@H:19]([CH3:35])[CH2:18][CH2:17][CH2:16][CH:14]=[CH:13][CH2:12]2)\[CH3:10])[N:4]=1 |f:2.3.4|. Procedure details: To a two-necked flask was added chopped pieces of magnesium turnings (24 mg, 1.0 mmol). The flask was flame-dried under vacuum and cooled under argon. Bis(cyclopentadienyl)titanium dichloride (250 mg, 1.0 mmol) was added followed by anhydrous THF (5 mL). The stirring suspension was evacuated with low vacuum, and the reaction flask was refilled with argon. The red suspension became dark, turning a homogeneous deep green after 1.5 h with nearly all the magnesium metal being consumed. An aliquot (3... The reactants are Br, COc1cccc(C23CCN(C)CC2(C)Cc2ccccc2C3)c1, CC(=O)O, [Na+], [Na+], O=C([O-])O, [OH-]. The product is CN1CCC2(c3cccc(O)c3)Cc3ccccc3CC2(C)C1. RXN SMILES: [BrH:25].[CH3:1][O:2][c:3]1[cH:4][c:5]([C:9]23[CH2:10][CH2:11][N:12]([CH3:24])[CH2:13][C:14]2([CH3:23])[CH2:15][c:16]2[c:17]([cH:19][cH:20][cH:21][cH:22]2)[CH2:18]3)[cH:6][cH:7][cH:8]1.[CH3:33][C:34](=[O:35])[OH:36].[Na+:27].[Na+:32].[O-:28][C:29]([OH:30])=[O:31].[OH-:26]>>[OH:2][c:3]1[cH:4][c:5]([C:9]23[CH2:10][CH2:11][N:12]([CH3:24])[CH2:13][C:14]2([CH3:23])[CH2:15][c:16]2[c:17]([cH:19][cH:20][cH:21][cH:22]2)[CH2:18]3)[cH:6][cH:7][cH:8]1. Starting materials: OC1=CC(OC(C1)(CCC1=CC(=C(C=C1)O)OC)CCC1=CC(=C(C=C1)O)OC)=O (4-hydroxy-6,6-bis-[2-(4-hydroxy-3-methoxy-phenyl)-ethyl]-5,6-dihydro-pyran-2-one), C(C)(C)(C)C1=C(C=C(C(=C1)OCCO[Si](C)(C)C(C)(C)C)C)SS(=O)(=O)C1=CC=C(C=C1)C (toluene-4-thiosulfonic acid S-{2-tert-butyl-4-[2-(tert-butyl-dimethyl-silanyloxy)-ethoxy]-5-methyl-phenyl} ester), Cl (HCl). Run in CN(C)C=O (DMF). Reaction conditions: time 10 minute. Yields the product C(C)(C)(C)C1=C(C=C(C(=C1)OCCO)C)SC=1C(OC(CC1O)(CCC1=CC(=C(C=C1)O)OC)CCC1=CC(=C(C=C1)O)OC)=O (3-[2-tert-Butyl-4-(2-hydroxy-ethoxy)-5-methyl-phenylsulfanyl]-4-hydroxy-6,6-bis [2-(4-hydroxy-3-methoxy-phenyl)-ethyl]-5,6-dihydro-pyran-2-one). As a reaction SMILES: [OH:1][C:2]1[CH2:7][C:6]([CH2:19][CH2:20][C:21]2[CH:26]=[CH:25][C:24]([OH:27])=[C:23]([O:28][CH3:29])[CH:22]=2)([CH2:8][CH2:9][C:10]2[CH:15]=[CH:14][C:13]([OH:16])=[C:12]([O:17][CH3:18])[CH:11]=2)[O:5][C:4](=[O:30])[CH:3]=1.[C:31]([C:35]1[CH:40]=[C:39]([O:41][CH2:42][CH2:43][O:44][Si](C(C)(C)C)(C)C)[C:38]([CH3:52])=[CH:37][C:36]=1[S:53]S(C1C=CC(C)=CC=1)(=O)=O)([CH3:34])([CH3:33])[CH3:32].Cl>CN(C=O)C>[C:31]([C:35]1[CH:40]=[C:39]([O:41][CH2:42][CH2:43][OH:44])[C:38]([CH3:52])=[CH:37][C:36]=1[S:53][C:3]1[C:4](=[O:30])[O:5][C:6]([CH2:8][CH2:9][C:10]2[CH:15]=[CH:14][C:13]([OH:16])=[C:12]([O:17][CH3:18])[CH:11]=2)([CH2:19][CH2:20][C:21]2[CH:26]=[CH:25][C:24]([OH:27])=[C:23]([O:28][CH3:29])[CH:22]=2)[CH2:7][C:2]=1[OH:1])([CH3:34])([CH3:33])[CH3:32]. Reported procedure: The compound was prepared using General Method 9 and the following quantities: 100 mg (0.24 mmol) of 4-hydroxy-6,6-bis-[2-(4-hydroxy-3-methoxy-phenyl)-ethyl]-5,6-dihydro-pyran-2-one (prepared in Example QQ), 123 mg (0.24 mol) of toluene-4-thiosulfonic acid S-{2-tert-butyl-4-[2-(tert-butyl-dimethyl-silanyloxy)-ethoxy]-5-methyl-phenyl} ester (prepared in Example PPP), 133 mg (0.96 mmol) of K2 CO3, and 10 mL of DMF. The reaction was worked up by addition of 10 mL 1.0N HCl and stirring for 10 minute...